From a dataset of the Open Reaction Database (ORD), a public repository of structured organic reaction records. describe an organic reaction: reactants, conditions, products, and yield Reaction SMILES: Cl[CH2:2][C:3]1[CH:8]=[CH:7][N:6]=[C:5]([C:9]2[CH:14]=[C:13]([O:15][CH3:16])[C:12]([O:17][CH:18]([CH3:20])[CH3:19])=[C:11]([O:21][CH3:22])[CH:10]=2)[CH:4]=1.[CH2:23]1[O:32][C:26]2([CH2:31][CH2:30][NH:29][CH2:28][CH2:27]2)[O:25][CH2:24]1>>[CH2:23]1[O:32][C:26]2([CH2:31][CH2:30][N:29]([CH2:2][C:3]3[CH:8]=[CH:7][N:6]=[C:5]([C:9]4[CH:14]=[C:13]([O:15][CH3:16])[C:12]([O:17][CH:18]([CH3:20])[CH3:19])=[C:11]([O:21][CH3:22])[CH:10]=4)[CH:4]=3)[CH2:28][CH2:27]2)[O:25][CH2:24]1. Starting materials: ClCC1=CC(=NC=C1)C1=CC(=C(C(=C1)OC)OC(C)C)OC (4-Chloromethyl-2-(3,5-dimethoxy-4-isopropoxyphenyl)pyridine), C1COC2(CCNCC2)O1 (4-piperidone ethylene ketal). Product: C1COC2(CCN(CC2)CC2=CC(=NC=C2)C2=CC(=C(C(=C2)OC)OC(C)C)OC)O1 (1-[[2-(3,5-Dimethoxy-4-isopropoxyphenyl)pyridin-4-yl]methyl]-4-piperidone Ethylene Ketal). Reported procedure: 4-Chloromethyl-2-(3,5-dimethoxy-4-isopropoxyphenyl)pyridine (643 mg) and 4-piperidone ethylene ketal (287 mg) were coupled in the same manner as described in Example 2 to give the title compound. Reactants: C(C)(C)C(C(=O)O)S(=O)(=O)OC1=CC=C(C=C1C(C)C)C(C)C (2,4,6-triisopropylphenoxysulfonyl acetic acid), C(C1=CC=CC=C1)NCC1=CC=CC=C1 (dibenzylamine), C1(CCCCC1)N=C=NC1CCCCC1 (dicyclohexylcarbodiimide). The solvent is C(Cl)Cl (methylene chloride), C(Cl)Cl (methylene chloride). Run at temperature 0 celsius, time 1 hour. Yields the product C(C1=CC=CC=C1)N(C(=O)CS(=O)(=O)OC1=C(C=C(C=C1C(C)C)C(C)C)C(C)C)CC1=CC=CC=C1 (2,4,6-triisopropylphenyl N,N-dibenzylcarbamoylmethyl sulfonate). Yield: 32.8%. RXN SMILES: C([CH:4]([S:8]([O:11][C:12]1[C:17]([CH:18]([CH3:20])[CH3:19])=[CH:16][C:15]([CH:21]([CH3:23])[CH3:22])=[CH:14][CH:13]=1)(=[O:10])=[O:9])[C:5](O)=[O:6])(C)C.[CH2:24]([NH:31][CH2:32][C:33]1[CH:38]=[CH:37][CH:36]=[CH:35][CH:34]=1)[C:25]1[CH:30]=[CH:29][CH:28]=[CH:27][CH:26]=1.[CH:39]1(N=C=NC2CCCCC2)[CH2:44]CCC[CH2:40]1>C(Cl)Cl>[CH2:32]([N:31]([CH2:24][C:25]1[CH:30]=[CH:29][CH:28]=[CH:27][CH:26]=1)[C:5]([CH2:4][S:8]([O:11][C:12]1[C:17]([CH:18]([CH3:19])[CH3:20])=[CH:16][C:15]([CH:21]([CH3:23])[CH3:22])=[CH:14][C:13]=1[CH:39]([CH3:44])[CH3:40])(=[O:10])=[O:9])=[O:6])[C:33]1[CH:38]=[CH:37][CH:36]=[CH:35][CH:34]=1. Procedure: To a stirred solution of 2,4,6-triisopropylphenoxysulfonyl acetic acid (1.0 g, 2.92 mM) in 15 mL of methylene chloride at 0° C. was added a solution of dibenzylamine (0.59 g, 2.92 mM) and dicyclohexylcarbodiimide (0.62 g, 3 mM) in 10 mL of methylene chloride. The reaction mixture was stirred 1 hour at 0° C., warmed to 24° C., and stirred at that temperature for 12 hours. The reaction mixture was filtered to remove the solid precipitate. The filtrate was concentrated to an oil by evaporation of t... Starting materials: BrC1=C(C=C(C=C1)C(=O)C1=CC=CC=C1)Cl ((4-bromo-3-chlorophenyl)-phenylmethanone), C[Mg]Br (methylmagnesium bromide). Run in C1CCOC1 (THF), C1CCOC1 (THF). Conditions: temperature -78 celsius, time 4 hour. Product: BrC1=C(C=C(C=C1)C(C)(O)C1=CC=CC=C1)Cl (1-(4-Bromo-3-chlorophenyl)-1-phenylethanol). Reaction SMILES: [Br:1][C:2]1[CH:7]=[CH:6][C:5]([C:8]([C:10]2[CH:15]=[CH:14][CH:13]=[CH:12][CH:11]=2)=[O:9])=[CH:4][C:3]=1[Cl:16].[CH3:17][Mg]Br>C1COCC1>[Br:1][C:2]1[CH:7]=[CH:6][C:5]([C:8]([C:10]2[CH:15]=[CH:14][CH:13]=[CH:12][CH:11]=2)([OH:9])[CH3:17])=[CH:4][C:3]=1[Cl:16]. Procedure: To a stirred solution of (4-bromo-3-chlorophenyl)-phenylmethanone (200 mg, 0.677 mmol) in THF (6 mL) was added 1.4 M of methylmagnesium bromide in THF (1.8 mL, 2.5 mmol) slowly at −78° C. The reaction was stirred at −78° C. for 4 h. The reaction was quenched with sat. aq. NaHCO3 at −78° C. The crude material was extracted with DCM and concentrated in vacuo to afford the title compound as a colorless oil which was used for next step without further purification. Reactants: CCCOC(=O)c1c(CC)nc(CCC)n1Cc1ccc(-c2ccccc2-c2nnnn2C(c2ccccc2)(c2ccccc2)c2ccccc2)cc1, CO, Cl. Product: CCCOC(=O)c1c(CC)nc(CCC)n1Cc1ccc(-c2ccccc2-c2nnn[nH]2)cc1. Reaction SMILES: [CH2:1]([CH3:2])[c:3]1[n:4][c:5]([CH2:51][CH2:52][CH3:53])[n:6]([CH2:14][c:15]2[cH:16][cH:17][c:18](-[c:21]3[c:22](-[c:27]4[n:28][n:29][n:30][n:31]4[C:32]([c:33]4[cH:34][cH:35][cH:36][cH:37][cH:38]4)([c:39]4[cH:40][cH:41][cH:42][cH:43][cH:44]4)[c:45]4[cH:46][cH:47][cH:48][cH:49][cH:50]4)[cH:23][cH:24][cH:25][cH:26]3)[cH:19][cH:20]2)[c:7]1[C:8](=[O:9])[O:10][CH2:11][CH2:12][CH3:13].[CH3:55][OH:56].[ClH:54]>>[CH2:1]([CH3:2])[c:3]1[n:4][c:5]([CH2:51][CH2:52][CH3:53])[n:6]([CH2:14][c:15]2[cH:16][cH:17][c:18](-[c:21]3[c:22](-[c:27]4[n:28][n:29][n:30][nH:31]4)[cH:23][cH:24][cH:25][cH:26]3)[cH:19][cH:20]2)[c:7]1[C:8](=[O:9])[O:10][CH2:11][CH2:12][CH3:13]. The reactants are CNC(=O)c1cncc(Br)c1, CC(C)C(O)(c1ccc(B(O)O)cc1)c1cn(C(c2ccccc2)(c2ccccc2)c2ccccc2)cn1, c1ccc(P(c2ccccc2)(c2ccccc2)[Pd](P(c2ccccc2)(c2ccccc2)c2ccccc2)(P(c2ccccc2)(c2ccccc2)c2ccccc2)P(c2ccccc2)(c2ccccc2)c2ccccc2)cc1. Yields the product CNC(=O)c1cncc(-c2ccc(C(O)(c3cn(C(c4ccccc4)(c4ccccc4)c4ccccc4)cn3)C(C)C)cc2)c1. RXN SMILES: [Br:39][c:40]1[cH:41][n:42][cH:43][c:44]([C:45](=[O:46])[NH:47][CH3:48])[cH:49]1.[OH:1][C:2]([CH:3]([CH3:4])[CH3:5])([c:6]1[n:7][cH:8][n:9]([C:11]([c:12]2[cH:13][cH:14][cH:15][cH:16][cH:17]2)([c:18]2[cH:19][cH:20][cH:21][cH:22][cH:23]2)[c:24]2[cH:25][cH:26][cH:27][cH:28][cH:29]2)[cH:10]1)[c:30]1[cH:31][cH:32][c:33]([B:36]([OH:37])[OH:38])[cH:34][cH:35]1.[cH:50]1[cH:51][cH:52][c:53]([P:54]([Pd:55]([P:56]([c:57]2[cH:58][cH:59][cH:60][cH:61][cH:62]2)([c:63]2[cH:64][cH:65][cH:66][cH:67][cH:68]2)[c:69]2[cH:70][cH:71][cH:72][cH:73][cH:74]2)([P:75]([c:76]2[cH:77][cH:78][cH:79][cH:80][cH:81]2)([c:82]2[cH:83][cH:84][cH:85][cH:86][cH:87]2)[c:88]2[cH:89][cH:90][cH:91][cH:92][cH:93]2)[P:94]([c:95]2[cH:96][cH:97][cH:98][cH:99][cH:100]2)([c:101]2[cH:102][cH:103][cH:104][cH:105][cH:106]2)[c:107]2[cH:108][cH:109][cH:110][cH:111][cH:112]2)([c:113]2[cH:114][cH:115][cH:116][cH:117][cH:118]2)[c:119]2[cH:120][cH:121][cH:122][cH:123][cH:124]2)[cH:125][cH:126]1>>[OH:1][C:2]([CH:3]([CH3:4])[CH3:5])([c:6]1[n:7][cH:8][n:9]([C:11]([c:12]2[cH:13][cH:14][cH:15][cH:16][cH:17]2)([c:18]2[cH:19][cH:20][cH:21][cH:22][cH:23]2)[c:24]2[cH:25][cH:26][cH:27][cH:28][cH:29]2)[cH:10]1)[c:30]1[cH:31][cH:32][c:33](-[c:40]2[cH:41][n:42][cH:43][c:44]([C:45](=[O:46])[NH:47][CH3:48])[cH:49]2)[cH:34][cH:35]1. The reactants are CC1(OC(=O)CC(=O)O1)C (Meldrum's acid), C(OC)(OC)OC (trimethyl orthoformate), COC1=CC=C(C=N1)N (6-methoxypyridin-3-amine). Run in CCCCCC (hexane). Conditions: temperature 105 celsius. Yields the product COC1=CC=C(C=N1)NC=C1C(OC(OC1=O)(C)C)=O (5-((6-methoxypyridin-3-ylamino)methylene)-2,2-dimethyl-1,3-dioxane-4,6-dione). RXN SMILES: [CH3:1][C:2]1([CH3:10])[O:9][C:7](=[O:8])[CH2:6][C:4](=[O:5])[O:3]1.[CH:11](OC)(OC)OC.[CH3:18][O:19][C:20]1[N:25]=[CH:24][C:23]([NH2:26])=[CH:22][CH:21]=1>CCCCCC>[CH3:18][O:19][C:20]1[N:25]=[CH:24][C:23]([NH:26][CH:11]=[C:6]2[C:7](=[O:8])[O:9][C:2]([CH3:10])([CH3:1])[O:3][C:4]2=[O:5])=[CH:22][CH:21]=1. Procedure: A mixture of Meldrum's acid (34.8 g, 0.242 mol) and trimethyl orthoformate (285 mL, 2.05 mol) was heated to 105° C. for 2 h. To the solution 6-methoxypyridin-3-amine (30 g, 0.242 mol) was added and continued the stirring overnight at the same temperature. The mixture was allowed to cool to RT and diluted with hexane. The solid precipitated was filtered and washed with hexane to afford 5-((6-methoxypyridin-3-ylamino)methylene)-2,2-dimethyl-1,3-dioxane-4,6-dione as a pale yellow solid.